This data is from the Open Reaction Database (ORD), a public repository of structured organic reaction records. The task is: describe an organic reaction: reactants, conditions, products, and yield Starting materials: CCOC(=O)C(C)(C)Oc1ccc(CN(Cc2ccc(C(F)(F)F)cc2)c2cccc(-c3ccc(C(F)(F)F)cc3)n2)cc1C, CO, [Na+], C1CCOC1, [OH-]. Product: Cc1cc(CN(Cc2ccc(C(F)(F)F)cc2)c2cccc(-c3ccc(C(F)(F)F)cc3)n2)ccc1OC(C)(C)C(=O)O. Reaction SMILES: [CH3:1][C:2]([C:3](=[O:4])[O:5][CH2:6][CH3:7])([CH3:8])[O:9][c:10]1[c:11]([CH3:45])[cH:12][c:13]([CH2:16][N:17]([c:18]2[n:19][c:20](-[c:24]3[cH:25][cH:26][c:27]([C:30]([F:31])([F:32])[F:33])[cH:28][cH:29]3)[cH:21][cH:22][cH:23]2)[CH2:34][c:35]2[cH:36][cH:37][c:38]([C:41]([F:42])([F:43])[F:44])[cH:39][cH:40]2)[cH:14][cH:15]1.[CH3:53][OH:54].[Na+:47].[O:48]1[CH2:49][CH2:50][CH2:51][CH2:52]1.[OH-:46]>>[CH3:1][C:2]([C:3](=[O:4])[OH:5])([CH3:8])[O:9][c:10]1[c:11]([CH3:45])[cH:12][c:13]([CH2:16][N:17]([c:18]2[n:19][c:20](-[c:24]3[cH:25][cH:26][c:27]([C:30]([F:31])([F:32])[F:33])[cH:28][cH:29]3)[cH:21][cH:22][cH:23]2)[CH2:34][c:35]2[cH:36][cH:37][c:38]([C:41]([F:42])([F:43])[F:44])[cH:39][cH:40]2)[cH:14][cH:15]1. Reactants: [K] (Potassium), OC=1C=CC=C2C=CC=NC12 (8-hydroxyquinoline), CN(C)C=O (DMF), C(=O)=O (dry ice). Run in O (water). Product: C(=O)(O)C1=CC=C2C=CC=NC2=C1O (7-carboxy-8-hydroxyquinoline). Isolated yield 30.4%. Reaction SMILES: [K].[OH:2][C:3]1[CH:4]=[CH:5][CH:6]=[C:7]2[C:12]=1[N:11]=[CH:10][CH:9]=[CH:8]2.CN(C=O)C.[C:18](=[O:20])=[O:19]>O>[C:18]([C:4]1[C:3]([OH:2])=[C:12]2[C:7]([CH:8]=[CH:9][CH:10]=[N:11]2)=[CH:6][CH:5]=1)([OH:20])=[O:19] |^1:0|. Procedure: Potassium salt of 8-hydroxyquinoline (25 mmol, 4.58 g), DMF (50 mL) and an excess of dry ice were heated in a pressure reactor at 120° C. for 12 hours. After cooling, water (150 mL) was added to the reaction mixture. The insoluble material was filtered off, and the filtrate was evaporated under reduced pressure. To the residue, water was added again, and additional insoluble material was collected by filtration. The filtrate was acidified to pH 4 with concentrated hydrochloric acid. The precipit...